This data is from the Open Reaction Database (ORD), a public repository of structured organic reaction records. The task is: describe an organic reaction: reactants, conditions, products, and yield The reactants are FC1=C(C=CC(=C1)C(C)C=1OCC(N1)(C)C)C1=C(C=C(C=C1)F)F (2-[1-(2,2',4'-Trifluoro-4-biphenylyl)ethyl]-4,4-dimethyl-2-oxazoline), Cl (hydrochloric acid), O (water). Product: FC1=C(C=CC(=C1)C(C(=O)O)C)C1=C(C=C(C=C1)F)F (2-(2,2',4'-trifluoro-4-biphenylyl)propionic acid). As a reaction SMILES: [F:1][C:2]1[CH:7]=[C:6]([CH:8]([C:10]2[O:11]CC(C)(C)N=2)[CH3:9])[CH:5]=[CH:4][C:3]=1[C:17]1[CH:22]=[CH:21][C:20]([F:23])=[CH:19][C:18]=1[F:24].Cl.[OH2:26]>>[F:1][C:2]1[CH:7]=[C:6]([CH:8]([CH3:9])[C:10]([OH:11])=[O:26])[CH:5]=[CH:4][C:3]=1[C:17]1[CH:22]=[CH:21][C:20]([F:23])=[CH:19][C:18]=1[F:24]. Reported procedure: 2-[1-(2,2',4'-Trifluoro-4-biphenylyl)ethyl]-4,4-dimethyl-2-oxazoline (0.53 g.) was stirred and refluxed with hydrochloric acid (5 ml. of 2N) for 5 hrs. The mixture was diluted with water, extracted with ether and the latter extracted with 2.5% potassium carbonate solution. The aqueous extracts were acidified with dilute hydrochloric acid and the precipitate isolated in ether, washed with water, dried and evaporated. The residue was recrystallized from light petroleum (b.p. 80°-100° C.) to give 2... The reactants are BrC=1C=C(C=CC1)OC (m-bromoanisole), BrC=1C=C(C=CC1)OC (m-bromoanisole), N1CCCCC1 (piperidine). Reagents/catalysts: C(C)(=O)[O-].[Pd+2].C(C)(=O)[O-] (palladium acetate). The solvent is CC=1C=CC=CC1C (o-xylene), CC=1C=CC=CC1C (o-xylene), CC=1C=CC=CC1C (o-xylene), CC=1C=CC=CC1C (o-xylene). Reaction conditions: temperature 105 celsius. The product is COC=1C=C(C=CC1)N1CCCCC1 (N-(3-methoxyphenyl)piperidine). As a reaction SMILES: [NH:1]1[CH2:6][CH2:5][CH2:4][CH2:3][CH2:2]1.Br[C:8]1[CH:9]=[C:10]([O:14][CH3:15])[CH:11]=[CH:12][CH:13]=1>CC1C=CC=CC=1C.C([O-])(=O)C.[Pd+2].C([O-])(=O)C>[CH3:15][O:14][C:10]1[CH:9]=[C:8]([N:1]2[CH2:6][CH2:5][CH2:4][CH2:3][CH2:2]2)[CH:13]=[CH:12][CH:11]=1 |f:3.4.5|. Procedure details: A 200 ml Kjeldahl flask equipped with a cooling condenser and a thermometer was charged with a solution of 4.72 g of piperidine in 20 ml of o-xylene, a solution of 7.99 g of m-bromoanisole in 20 ml of o-xylene, and a solution of 5.66 g of NaOBut in 20 ml of o-xylene, and further with a solution of 48 mg of palladium acetate in 5 ml of o-xylene (the ratio of palladium atom/m-bromoanisole=0.5% by mole). The flask was flushed with nitrogen for about 20 minutes while the content was stirred, and 0.2... Reactants: NC1=N[C@](C(C(N1C)=O)(C)C)(C)C1=C(C=CC(=C1)N)F ((S)-2-amino-6-(5-amino-2-fluoro-phenyl)-3,5,5,6-tetramethyl-5,6-dihydro-3H-pyrimidin-4-one), [B][B][B][B][B][B][B][B][B][B] (decaborane), NC1=N[C@](C(C(N1C)=O)(C)C)(C)C1=C(C=CC(=C1)N)F ((S)-2-amino-6-(5-amino-2-fluoro-phenyl)-3,5,5,6-tetramethyl-5,6-dihydro-3H-pyrimidin-4-one), FC(C=O)(F)F (trifluoro-acetaldehyde). Product: NC1=N[C@](C(C(N1C)=O)(C)C)(C)C1=C(C=CC(=C1)NCC(F)(F)F)F ((S)-2-Amino-6-(2-fluoro-5-(2,2,2-trifluoroethylamino)phenyl)-3,5,5,6-tetramethyl-5,6-dihydropyrimidin-4(3H)-one). RXN SMILES: [NH2:1][C:2]1[N:7]([CH3:8])[C:6](=[O:9])[C:5]([CH3:11])([CH3:10])[C@:4]([C:13]2[CH:18]=[C:17]([NH2:19])[CH:16]=[CH:15][C:14]=2[F:20])([CH3:12])[N:3]=1.[F:21][C:22]([F:26])([F:25])[CH:23]=O.[B][B][B][B][B][B][B][B][B][B]>>[NH2:1][C:2]1[N:7]([CH3:8])[C:6](=[O:9])[C:5]([CH3:10])([CH3:11])[C@:4]([C:13]2[CH:18]=[C:17]([NH:19][CH2:23][C:22]([F:26])([F:25])[F:21])[CH:16]=[CH:15][C:14]=2[F:20])([CH3:12])[N:3]=1 |^3:26,35,^1:27,28,29,30,31,32,33,34|. Procedure: The reductive amination of (S)-2-amino-6-(5-amino-2-fluoro-phenyl)-3,5,5,6-tetramethyl-5,6-dihydro-3H-pyrimidin-4-one (intermediate J) and trifluoro-acetaldehyde using decaborane yielded the title compound as a colorless waxy solid. MS (ESI): m/z=361.3 [M+H]+.